From a dataset of the Open Reaction Database (ORD), a public repository of structured organic reaction records. describe an organic reaction: reactants, conditions, products, and yield The reactants are C(CCC)[Li] (n-butyllithium), ClC(Cl)P(SCCC)(=O)SCCC (S,S-di-n-propyl dichloromethylphosphonodithioate), C(Cl)(Cl)(Cl)Cl (carbon tetrachloride), C(C)(C)NC(C)C (diisopropylamine). Solvent: CCCCCC (hexane), O1CCCC1 (THF), O1CCCC1 (THF), O (water), O1CCCC1 (tetrahydrofuran). Reaction conditions: temperature -25 celsius, time 30 minute. Yields the product ClC(Cl)(Cl)P(SCCC)(=O)SCCC (S,S-Di-n-propyl Trichloromethylphosphonodithioate). Reaction SMILES: C(NC(C)C)(C)C.C([Li])CCC.[Cl:13][CH:14]([P:16]([S:22][CH2:23][CH2:24][CH3:25])(=[O:21])[S:17][CH2:18][CH2:19][CH3:20])[Cl:15].C(Cl)(Cl)(Cl)[Cl:27]>O1CCCC1.CCCCCC.O>[Cl:15][C:14]([P:16]([S:22][CH2:23][CH2:24][CH3:25])(=[O:21])[S:17][CH2:18][CH2:19][CH3:20])([Cl:27])[Cl:13]. Procedure: To a solution of 0.42 g (0.0047 mole) of diisopropylamine in 10 ml tetrahydrofuran (THF), maintained under inert gas and cooled to -25° C., was added dropwise a solution of n-butyllithium (0.043 mole) in hexane such that the temperature did not exceed -20° C. The solution was stirred at -35° C. for 30 minutes, then cooled to -65° C. A solution of 1.1 g (0.004 mole) of S,S-di-n-propyl dichloromethylphosphonodithioate in 20 ml THF was added dropwise over 20 minutes. After stirring at -65° C. for 6...